This data is from the Open Reaction Database (ORD), a public repository of structured organic reaction records. The task is: describe an organic reaction: reactants, conditions, products, and yield Reactants: Cc1ccc(S(=O)(=O)OCC2Cc3cccc(-c4cc(Cl)cc(Cl)c4)c3O2)cc1, Cl, [N-]=[N+]=[N-], [N-]=[N+]=[N-], [N-]=[N+]=NCC1Cc2cccc(-c3cc(Cl)cc(Cl)c3)c2O1, [Na+], c1ccc(P(c2ccccc2)c2ccccc2)cc1. Product: NCC1Cc2cccc(-c3cc(Cl)cc(Cl)c3)c2O1. Reaction SMILES: [CH3:1][c:2]1[cH:3][cH:4][c:5]([S:6]([O:7][CH2:8][CH:9]2[CH2:10][c:11]3[cH:12][cH:13][cH:14][c:15](-[c:16]4[cH:17][c:18]([Cl:19])[cH:20][c:21]([Cl:22])[cH:23]4)[c:24]3[O:25]2)(=[O:26])=[O:27])[cH:28][cH:29]1.[ClH:77].[N-:31]=[N+:32]=[N-:33].[N-:55]=[N+:56]=[N-:57].[N:34](=[N+:35]=[N-:36])[CH2:37][CH:38]1[O:39][c:40]2[c:41]([cH:43][cH:44][cH:45][c:46]2-[c:47]2[cH:48][c:49]([Cl:54])[cH:50][c:51]([Cl:53])[cH:52]2)[CH2:42]1.[Na+:30].[c:58]1([P:59]([c:60]2[cH:61][cH:62][cH:63][cH:64][cH:65]2)[c:66]2[cH:67][cH:68][cH:69][cH:70][cH:71]2)[cH:72][cH:73][cH:74][cH:75][cH:76]1>>[NH2:34][CH2:37][CH:38]1[O:39][c:40]2[c:41]([cH:43][cH:44][cH:45][c:46]2-[c:47]2[cH:48][c:49]([Cl:54])[cH:50][c:51]([Cl:53])[cH:52]2)[CH2:42]1. Starting materials: CC(=O)[O-], C=CCC(C)(C)C(=O)c1cn(COCC[Si](C)(C)C)c2ncc(-c3cc(OC)c(OC)c(OC)c3)nc12, ClCCl, [Na+], O, O, O, O=C(O)C(F)(F)F. As a reaction SMILES: [C:41]([O-:42])(=[O:43])[CH3:44].[CH3:1][C:2]([C:3](=[O:4])[c:5]1[cH:6][n:7]([CH2:26][O:27][CH2:28][CH2:29][Si:30]([CH3:31])([CH3:32])[CH3:33])[c:8]2[n:9][cH:10][c:11](-[c:14]3[cH:15][c:16]([O:24][CH3:25])[c:17]([O:22][CH3:23])[c:18]([O:20][CH3:21])[cH:19]3)[n:12][c:13]12)([CH2:34][CH:35]=[CH2:36])[CH3:37].[Cl:46][CH2:47][Cl:48].[Na+:45].[OH2:38].[OH2:39].[OH2:40].[OH:49][C:50]([C:51]([F:52])([F:53])[F:54])=[O:55]>>[CH3:1][C:2]([C:3](=[O:4])[c:5]1[cH:6][nH:7][c:8]2[n:9][cH:10][c:11](-[c:14]3[cH:15][c:16]([O:24][CH3:25])[c:17]([O:22][CH3:23])[c:18]([O:20][CH3:21])[cH:19]3)[n:12][c:13]12)([CH2:34][CH:35]=[CH2:36])[CH3:37]. The product is C=CCC(C)(C)C(=O)c1c[nH]c2ncc(-c3cc(OC)c(OC)c(OC)c3)nc12. Reactants: aqueous solution, [Na] (sodium), SC1=[N+](C=CC=C1)[O-] (2-mercaptopyridine N-oxide), S(=O)(=O)([O-])S(=O)[O-].[Na+].[Na+] (sodium meta bisulfite), S(=O)(=O)([O-])[O-].[Zn+2] (zinc sulfate), C1=CC(=S)N(C=C1)[O-].[Na+] (sodium pyrithione). Reaction conditions: temperature 61.5 celsius. Yields the product C1=CC(=S)N(C=C1)[O-].C1=CC(=S)N(C=C1)[O-].[Zn+2] (zinc pyrithione). RXN SMILES: [Na].[SH:2][C:3]1[CH:8]=[CH:7][CH:6]=[CH:5][N+:4]=1[O-:9].S(S([O-])=O)([O-])(=O)=O.[Na+].[Na+].S([O-])([O-])(=O)=O.[Zn+2:24].[CH:25]1[CH:31]=[CH:30][N:29]([O-:32])[C:27](=[S:28])[CH:26]=1.[Na+]>>[CH:7]1[CH:6]=[CH:5][N:4]([O-:9])[C:3](=[S:2])[CH:8]=1.[CH:25]1[CH:31]=[CH:30][N:29]([O-:32])[C:27](=[S:28])[CH:26]=1.[Zn+2:24] |f:2.3.4,5.6,7.8,9.10.11,^1:0|. Procedure: A 12.0% aqueous solution of the sodium salt of 2-mercaptopyridine N-oxide (sodium pyrithione) containing 0.5% DARVAN 1 and 0.15% sodium meta bisulfite was heated to 58 to 65° C. This solution was fed continuously into a laboratory scale Nearfield Acoustical Processor (“NAP” Model NAP-1808) available commercially from Advanced Sonic Processing Systems, Woodbury, Conn.) at a rate of about 156 grams per minute. A second solution of 20% zinc sulfate at room temperature was fed into the acoustical pr... Reactants: C1=CC=CC2=CC3=CC=CC=C3C(=C12)CNCCCO (3-[(Anthracen-9-ylmethyl)-amino]-propan-1-ol), C(=O)([O-])[O-].[K+].[K+] (K2CO3), BrCC (Bromoethane). The solvent is C(C)#N (acetonitrile). Reaction conditions: temperature 75 celsius, time 8 hour. The product is C1=CC=CC2=CC3=CC=CC=C3C(=C12)CN(CCCO)CC (3-(Anthracen-9-ylmethyl-ethyl-amino)-propan-1-ol). Yield: 82.0%. RXN SMILES: Br[CH2:2][CH3:3].[CH:4]1[C:17]2[C:8](=[CH:9][C:10]3[C:15]([C:16]=2[CH2:18][NH:19][CH2:20][CH2:21][CH2:22][OH:23])=[CH:14][CH:13]=[CH:12][CH:11]=3)[CH:7]=[CH:6][CH:5]=1.C([O-])([O-])=O.[K+].[K+]>C(#N)C>[CH:14]1[C:15]2[C:10](=[CH:9][C:8]3[C:17]([C:16]=2[CH2:18][N:19]([CH2:2][CH3:3])[CH2:20][CH2:21][CH2:22][OH:23])=[CH:4][CH:5]=[CH:6][CH:7]=3)[CH:11]=[CH:12][CH:13]=1 |f:2.3.4|. Procedure: Bromoethane (616 mg, 5.65 mmol) was dissolved in anhydrous acetonitrile and was added to the stirring mixture of compound 14a (500 mg, 1.9 mmol) and anhydrous K2CO3 (781 mg, 5.7 mmol). The mixture was then stirred overnight at 75° C. under a N2 atmosphere. After confirmation of the disappearance of 14a by TLC, the solution was concentrated under reduced pressure. The residue was dissolved in CH2Cl2 (20 mL) and washed three times with aqueous sodium carbonate. The organic layer was separated, dri... Reactants: COC=1C=C(OCC(=O)N2C(CN(CC2)CC2=CC=C(C=C2)F)CC(=O)OC)C=C(C1OC)OC (1-((3,4,5-trimethoxyphenoxy)methyl)carbonyl-2-(methoxycarbonyl)methyl-4-(4-fluorobenzyl)piperazine), CO.O (methanol water), O.[OH-].[Li+] (lithium hydroxide, monohydrate), resultant mixture. The solvent is C(C)(=O)OCC (ethyl acetate). Yields the product COC=1C=C(OCC(=O)N2C(CN(CC2)CC2=CC=C(C=C2)F)CC(=O)O)C=C(C1OC)OC (1-((3,4,5-trimethoxyphenoxy)methyl)carbonyl-2-(carboxy)methyl-4-(4-fluorobenzyl)piperazine). The yield is 30.0%. Reaction SMILES: [CH3:1][O:2][C:3]1[CH:4]=[C:5]([CH:29]=[C:30]([O:34][CH3:35])[C:31]=1[O:32][CH3:33])[O:6][CH2:7][C:8]([N:10]1[CH2:15][CH2:14][N:13]([CH2:16][C:17]2[CH:22]=[CH:21][C:20]([F:23])=[CH:19][CH:18]=2)[CH2:12][CH:11]1[CH2:24][C:25]([O:27]C)=[O:26])=[O:9].CO.O.O.[OH-].[Li+]>C(OCC)(=O)C>[CH3:35][O:34][C:30]1[CH:29]=[C:5]([CH:4]=[C:3]([O:2][CH3:1])[C:31]=1[O:32][CH3:33])[O:6][CH2:7][C:8]([N:10]1[CH2:15][CH2:14][N:13]([CH2:16][C:17]2[CH:22]=[CH:21][C:20]([F:23])=[CH:19][CH:18]=2)[CH2:12][CH:11]1[CH2:24][C:25]([OH:27])=[O:26])=[O:9] |f:1.2,3.4.5|. Procedure details: To a solution of 1-((3,4,5-trimethoxyphenoxy)methyl)carbonyl-2-(methoxycarbonyl)methyl-4-(4-fluorobenzyl)piperazine (0.20 g, 0.42 mmol) in a methanol/water solution (20 mL, 3:1) was added lithium hydroxide, monohydrate (0.40 mL, 9.5 mmol). The resultant mixture was stirred at ambient temperature for 30 min. At that time HPLC analysis showed complete conversion had occurred. The mixture was poured into ethyl acetate and washed sequentially with an aqueous acetic acid/water solution (pH<4), water,...